Dataset: the Open Reaction Database (ORD), a public repository of structured organic reaction records. Task: describe an organic reaction: reactants, conditions, products, and yield The reactants are C(C)(=O)NC1=C2C(=C(N(C2=CC=C1)CC(=O)OCC)C)SC1=CC=C(C=C1)Cl (ethyl [4-acetylamino-3-(4-chlorophenylsulfanyl)-2-methyl-1H-indol-1-yl]acetate), ClC1=CC=C(C=C1)SC1=C(N(C2=CC=CC(=C12)N(C(C)=O)C(C)=O)CC(=O)OCC)C (ethyl [3-(4-chlorophenylsulfanyl)-4-diacetylamino-2-methyl-1H-indol-1-yl]acetate), [OH-].[Na+] (NaOH), C(C)(=O)NC1=C2C(=C(N(C2=CC=C1)CC(=O)OCC)C)SC1=CC=C(C=C1)Cl (ethyl [4-acetylamino-3-(4-chlorophenylsulfanyl)-2-methyl-1H-indol-1-yl]acetate), ClC1=CC=C(C=C1)SC1=C(N(C2=CC=CC(=C12)N(C(C)=O)C(C)=O)CC(=O)OCC)C (ethyl [3-(4-chlorophenylsulfanyl)-4-diacetylamino-2-methyl-1H-indol-1-yl]acetate), O (water), C(C)OC(CN1C(=CC2=C(C=CC=C12)NC(C)=O)C)=O (ethyl(4-acetylamino-2-methyl-1H-indol-1-yl)acetate), C(C)OC(CN1C(=CC2=C(C=CC=C12)N(C(C)=O)C(C)=O)C)=O (ethyl(4-diacetylamino-2-methyl-1H-indol-1-yl)acetate), C1(=O)N(C(=O)N(C(=O)N1Cl)Cl)Cl (TCCA), ClC1=CC=C(C=C1)SSC1=CC=C(C=C1)Cl (bis(4-chlorophenyl)disulfide). The product is C(C)(=O)NC1=C2C(=C(N(C2=CC=C1)CC(=O)O)C)S(NC1=CC=C(C=C1)Cl)(=O)=O ([4-Acetylamino-3-(4-chlorophenylsulfamyl)-2-methyl-1H-indol-1-yl]acetic acid). Procedure: To a solution of TCCA (0.326 g, 0.316 g corrected for purity, 1.36 mmol) in EtOAc (10 mL) was added bis(4-chlorophenyl)disulfide (1.18 g, 1.14 g corrected for purity, 4.0 mmol). The solution of ethyl(4-acetylamino-2-methyl-1H-indol-1-yl)acetate and ethyl(4-diacetylamino-2-methyl-1H-indol-1-yl)acetate prepared above was added to the mixture, dropwise, over 10 mins. After stirring for 1 h, the insoluble solid material was removed by filtration. The filtrate was concentrated in vacuo at 40° C. and ... The solvent is CCO (EtOH), CCOC(=O)C (EtOAc). Conditions: time 10 minute. Reaction SMILES: [C:1]1([N:9](Cl)C(=O)N(Cl)C(=O)N1Cl)=O.[Cl:13][C:14]1[CH:19]=[CH:18]C(SSC2C=CC(Cl)=CC=2)=[CH:16][CH:15]=1.C(OC(=O)CN1C2C(=C(NC(=O)C)C=CC=2)C=C1C)C.C(OC(=O)CN1C2C(=C(N(C(=O)C)C(=O)C)C=CC=2)C=C1C)C.[C:72]([NH:75][C:76]1[CH:84]=[CH:83][CH:82]=[C:81]2[C:77]=1[C:78]([S:92]C1C=CC(Cl)=CC=1)=[C:79]([CH3:91])[N:80]2[CH2:85][C:86]([O:88]CC)=[O:87])(=[O:74])[CH3:73].ClC1C=CC(SC2C3C(=CC=CC=3N(C(=O)C)C(=O)C)N(CC(OCC)=O)C=2C)=CC=1.[OH-:131].[Na+].[OH2:133]>CCOC(C)=O.CCO>[C:72]([NH:75][C:76]1[CH:84]=[CH:83][CH:82]=[C:81]2[C:77]=1[C:78]([S:92](=[O:133])(=[O:131])[NH:9][C:1]1[CH:18]=[CH:19][C:14]([Cl:13])=[CH:15][CH:16]=1)=[C:79]([CH3:91])[N:80]2[CH2:85][C:86]([OH:88])=[O:87])(=[O:74])[CH3:73] |f:6.7|. The reactants are CC1=NC(=CC=C1N)N1C[C@H](CC1)N1[C@H](CCC1)C (2-methyl-6-((2S,3′S)-2-methyl-[1,3′]bipyrrolidinyl-1′-yl)-pyridin-3-ylamine), C(C1=CC=CC=C1)(=O)Cl (benzoyl chloride). Solvent: ClCCl (dichloromethane), N1=CC=CC=C1 (pyridine). Product: 0.0084, CC1=NC(=CC=C1NC(C1=CC=CC=C1)=O)N1C[C@H](CC1)N1[C@H](CCC1)C (N-[2-Methyl-6-((2S,3′S)-2-methyl-[1,3′]bipyrrolidinyl-1′-yl)-pyridin-3-yl]-benzamide). Yield: 24.0%. As a reaction SMILES: [CH3:1][C:2]1[C:7]([NH2:8])=[CH:6][CH:5]=[C:4]([N:9]2[CH2:13][CH2:12][C@H:11]([N:14]3[CH2:18][CH2:17][CH2:16][C@@H:15]3[CH3:19])[CH2:10]2)[N:3]=1.[C:20](Cl)(=[O:27])[C:21]1[CH:26]=[CH:25][CH:24]=[CH:23][CH:22]=1>ClCCl.N1C=CC=CC=1>[CH3:1][C:2]1[C:7]([NH:8][C:20](=[O:27])[C:21]2[CH:26]=[CH:25][CH:24]=[CH:23][CH:22]=2)=[CH:6][CH:5]=[C:4]([N:9]2[CH2:13][CH2:12][C@H:11]([N:14]3[CH2:18][CH2:17][CH2:16][C@@H:15]3[CH3:19])[CH2:10]2)[N:3]=1. Reported procedure: The title compound was synthesized substantially in the same manner as Example 3 by coupling of 2-methyl-6-((2S,3′S)-2-methyl-[1,3′]bipyrrolidinyl-1′-yl)-pyridin-3-ylamine (0.025 g, 0.096 mmol) with benzoyl chloride (0.041 g, 0.288 mmol) in dichloromethane (3 mL) and pyridine (0.5 mL) to obtain 0.0084 (24% yield) of the title compound. Reactants: CC1=C(O)C=CC=C1O (2-methylresorcinol), C1(C=2C(C(=O)O1)=CC=CC2)=O (phthalic anhydride), S(=O)(=O)(O)[O-].[K+] (potassium hydrogen sulfate). The solvent is C(CCCCCCCCCCC)(=O)OCC (ethyl laurate). Conditions: time 3 hour. The product is CC1=C(C=CC2=C1OC3=C(C24C5=CC=CC=C5C(=O)O4)C=CC(=C3C)O)O (4′,5′-dimethylfluorescein). RXN SMILES: [CH3:1][C:2]1[C:8]([OH:9])=[CH:7][CH:6]=[CH:5][C:3]=1[OH:4].[C:10]1(=[O:20])[O:15][C:13](=O)[C:12]2=[CH:16][CH:17]=[CH:18][CH:19]=[C:11]12.S([O-])(O)(=O)=O.[K+]>C(OCC)(=O)CCCCCCCCCCC>[CH3:1][C:2]1[C:3]2[O:4][C:8]3[C:2]([CH3:1])=[C:3]([OH:4])[CH:5]=[CH:6][C:7]=3[C:13]3([O:15][C:10](=[O:20])[C:11]4[C:12]3=[CH:16][CH:17]=[CH:18][CH:19]=4)[C:5]=2[CH:6]=[CH:7][C:8]=1[OH:9] |f:2.3|. Reported procedure: A mixture comprising 62 g of 2-methylresorcinol, 30 g of phthalic anhydride, 2 g of potassium hydrogen sulfate and 500 ml of ethyl laurate is brought to 200° C. for 3 hours. After cooling, the crude product is filtered and washed with acetone and then dried. The product obtained is a dark orange powder. The reactants are O=C([O-])O, CC(C)=O, COC(=O)c1cc(B(O)O)cc([N+](=O)[O-])c1, [Na+], [Na+], [OH-], O. Yields the product COC(=O)c1cc(O)cc([N+](=O)[O-])c1. As a reaction SMILES: [C:19]([O-:20])(=[O:21])[OH:22].[CH3:24][C:25](=[O:26])[CH3:27].[N+:1](=[O:2])([O-:3])[c:4]1[cH:5][c:6]([B:14]([OH:15])[OH:16])[cH:7][c:8]([C:10](=[O:11])[O:12][CH3:13])[cH:9]1.[Na+:18].[Na+:23].[OH-:17].[OH2:28]>>[N+:1](=[O:2])([O-:3])[c:4]1[cH:5][c:6]([OH:20])[cH:7][c:8]([C:10](=[O:11])[O:12][CH3:13])[cH:9]1.